This data is from the Open Reaction Database (ORD), a public repository of structured organic reaction records. The task is: describe an organic reaction: reactants, conditions, products, and yield Reactants: 3-methyl-3,4-epoxybutene-1, CCCCCC (hexane), C(CCC)[Li] (n-butyllithium), CCCCCC (hexane), C(CCC)O (n-butanol), CCCCCC (hexane). The product is CC(CO)=CCCCCC (2-methyl-2-octen-1-ol). The yield is 73.0%. Procedure details: A hexane solution of n-butyllithium (2.1 mmol) was cooled to 0° C. under an argon atmosphere, and a hexane solution of n-butanol (74 mg; 1.0 mmol) was added dropwise thereto and stirred. A hexane solution of 3-methyl-3,4-epoxybutene-1 (84.4 mg; 1.0 mmol) was further added thereto, and after the addition was completed, the reaction mixture was stirred at 0° C. for 1 hour and at room temperature for 1 hour, followed by the usual work up. Removal of the solvent and distillation of the residue gave ... Reaction SMILES: [CH2:1]([Li])[CH2:2][CH2:3][CH3:4].[CH2:6]([OH:10])CCC.[CH3:11][CH2:12][CH2:13][CH2:14]CC>>[CH3:4][C:3](=[CH:2][CH2:1][CH2:11][CH2:12][CH2:13][CH3:14])[CH2:6][OH:10]. Starting materials: [N+](=O)([O-])C1=CC=C(COC([C@@H](N(C2CC2CCCCl)C(=O)OC(C)(C)C)C)=O)C=C1 (Boc 3-(3-Chloropropyl) Cyclopropyl Alanine p-Nitrobenzyl Ester), solution, N (ammonia), C(C)(C)O (isopropanol). The solvent is C(C)(=O)OCC (ethyl acetate). Yields the product [N+](=O)([O-])C1=CC=C(COC([C@@H](N(C2CC2)C(=O)OC(C)(C)C)CCCCN)=O)C=C1 (Boc Cyclopropyl Lysine p-Nitrobenzyl Ester). Reaction SMILES: [N+:1]([C:4]1[CH:30]=[CH:29][C:7]([CH2:8][O:9][C:10](=[O:28])[C@H:11]([CH3:27])[N:12]([C:20]([O:22][C:23]([CH3:26])([CH3:25])[CH3:24])=[O:21])[CH:13]2[CH:15](CCCCl)[CH2:14]2)=[CH:6][CH:5]=1)([O-:3])=[O:2].[NH3:31].[CH:32](O)([CH3:34])[CH3:33]>C(OCC)(=O)C>[N+:1]([C:4]1[CH:5]=[CH:6][C:7]([CH2:8][O:9][C:10](=[O:28])[C@H:11]([CH2:27][CH2:33][CH2:32][CH2:34][NH2:31])[N:12]([C:20]([O:22][C:23]([CH3:25])([CH3:26])[CH3:24])=[O:21])[CH:13]2[CH2:15][CH2:14]2)=[CH:29][CH:30]=1)([O-:3])=[O:2]. Reported procedure: The cyclopropyl alanine derivative Boc 3-(3-Chloropropyl) cyclopropyl alanine p-nitrobenzyl Ester (16) is treated with a 1M solution of ammonia in isopropanol at 50° C. in a sealed pressure bottle for 48 hrs. Evaporation of the solution gives a solid residue which is dissolved in warm ethyl acetate (5 ml) and the solution is washed with saturated NaCl solution (3×25 ml) and dried over anhyd. Na2SO4. Evaporation of the solution gives Boc cyclopropyl lysine p-nitrobenzyl ester (17) which recrystal... Reactants: CI, COCCOC, COc1cc2c(c(Cl)c1Cl)C(=O)C(C(C)C)C2, [H-], [Na+]. Product: COc1cc2c(c(Cl)c1Cl)C(=O)C(C)(C(C)C)C2. Reaction SMILES: [CH3:20][I:21].[CH3:22][O:23][CH2:24][CH2:25][O:26][CH3:27].[CH:1]([CH3:2])([CH3:3])[CH:4]1[C:5](=[O:17])[c:6]2[c:7]([Cl:16])[c:8]([Cl:15])[c:9]([O:13][CH3:14])[cH:10][c:11]2[CH2:12]1.[H-:18].[Na+:19]>>[CH:1]([CH3:2])([CH3:3])[C:4]1([CH3:20])[C:5](=[O:17])[c:6]2[c:7]([Cl:16])[c:8]([Cl:15])[c:9]([O:13][CH3:14])[cH:10][c:11]2[CH2:12]1. Starting materials: ClC=1C=CC=C2C(C(=NN(C12)CC=1C=CC(=NC1)C=1C=NC(=CC1)C)C(=O)OCC)=S (Ethyl 8-chloro-1-[(6′-methyl-2,3′-bipyridin-5-yl)methyl]-4-thioxo-1,4-dihydrocinnoline-3-carboxylate), N(N)C1C(CCCC1)O ((±)-2-hydrazinylcyclohexanol), C([O-])([O-])=O.[K+].[K+] (potassium carbonate). The solvent is C(OC)COC (dimethoxyethane), C(C)(=O)OCC (ethyl acetate). Run at time 90 minute. Product: ClC1=CC=CC=2C=3C(=NN(C12)CC=1C=CC(=NC1)C=1C=NC(=CC1)C)C(N(N3)[C@H]3[C@@H](CCCC3)O)=O ((±)-6-Chloro-2-(trans-2-hydroxycyclohexyl)-5[(6′-methyl-2,3′-bipyridin-5-yl)methyl]-2,5-dihydro-3H-pyrazolo[4,3-c]cinnolin-3-one). As a reaction SMILES: [Cl:1][C:2]1[CH:3]=[CH:4][CH:5]=[C:6]2[C:11]=1[N:10]([CH2:12][C:13]1[CH:14]=[CH:15][C:16]([C:19]3[CH:20]=[N:21][C:22]([CH3:25])=[CH:23][CH:24]=3)=[N:17][CH:18]=1)[N:9]=[C:8]([C:26](OCC)=[O:27])[C:7]2=S.[NH:32]([CH:34]1[CH2:39][CH2:38][CH2:37][CH2:36][CH:35]1[OH:40])[NH2:33].C(=O)([O-])[O-].[K+].[K+]>C(COC)OC.C(OCC)(=O)C>[Cl:1][C:2]1[C:11]2[N:10]([CH2:12][C:13]3[CH:14]=[CH:15][C:16]([C:19]4[CH:20]=[N:21][C:22]([CH3:25])=[CH:23][CH:24]=4)=[N:17][CH:18]=3)[N:9]=[C:8]3[C:26](=[O:27])[N:32]([C@@H:34]4[CH2:39][CH2:38][CH2:37][CH2:36][C@H:35]4[OH:40])[N:33]=[C:7]3[C:6]=2[CH:5]=[CH:4][CH:3]=1 |f:2.3.4|. Reported procedure: Ethyl 8-chloro-1-[(6′-methyl-2,3′-bipyridin-5-yl)methyl]-4-thioxo-1,4-dihydrocinnoline-3-carboxylate (26 mg, 0.0058 mmol), (±)-2-hydrazinylcyclohexanol (19 mg, 0.14 mmol, 2.5 equiv) and potassium carbonate (24 mg, 0.17 mmol, 3 equiv) were combined in dimethoxyethane (1 mL) and placed into an oil bath preheated to 90° C. for 90 minutes. The mixture was cooled to ambient temperature, diluted with ethyl acetate and washed once with water and brine. The organic layer was dried sodium sulfate, filter... Starting materials: FC=1C=C(C=CC1S(=O)(=O)C)N1N=C(C=C1C1=CC=C(C=C1)C=1OC=CC1)C(=O)OCC (ethyl 1-[3-fluoro-4-(methylsulfonyl)phenyl]-5-[4-(2-furyl)phenyl]-1H-pyrazole-3-carboxylate), [OH-].[Na+] (NaOH), O (water), C(C)O (ethanol), Cl (HCl), O (water). Yields the product C(C)OC=1C=C(C=CC1S(=O)(=O)C)N1N=C(C=C1C1=CC=C(C=C1)C=1OC=CC1)C(=O)O (1-[3-Ethoxy-4-(methylsulfonyl)phenyl]-5-[4-(2-furyl)phenyl]-1H-pyrazole-3-carboxylic Acid). Yield: 73.0%. RXN SMILES: F[C:2]1[CH:3]=[C:4]([N:12]2[C:16]([C:17]3[CH:22]=[CH:21][C:20]([C:23]4[O:24][CH:25]=[CH:26][CH:27]=4)=[CH:19][CH:18]=3)=[CH:15][C:14]([C:28]([O:30]CC)=[O:29])=[N:13]2)[CH:5]=[CH:6][C:7]=1[S:8]([CH3:11])(=[O:10])=[O:9].[OH-].[Na+].O.Cl.[CH2:37]([OH:39])[CH3:38]>>[CH2:37]([O:39][C:6]1[CH:5]=[C:4]([N:12]2[C:16]([C:17]3[CH:22]=[CH:21][C:20]([C:23]4[O:24][CH:25]=[CH:26][CH:27]=4)=[CH:19][CH:18]=3)=[CH:15][C:14]([C:28]([OH:30])=[O:29])=[N:13]2)[CH:3]=[CH:2][C:7]=1[S:8]([CH3:11])(=[O:9])=[O:10])[CH3:38] |f:1.2|. Procedure: To a stirred solution of ethyl 1-[3-fluoro-4-(methylsulfonyl)phenyl]-5-[4-(2-furyl)phenyl]-1H-pyrazole-3-carboxylate (0.57 g, 1.25 mmol) in ethanol (15 mL) was added 2N-NaOH solution in water (1.6 mL, 3.14 mmol), and the mixture was heated at reflux temperature for 30 minutes. After cooling, 2N-HCl solution (4 mL) and water (30 mL) were added to the mixture. The whole was extracted with ethyl acetate (20 mL×3), the organic layer was washed with brine, dried over MgSO4, and concentrated in vacuo.... Reported procedure: Methanol (10 mL) was added to 2,5-difluoro-4-methyl-benzoyl chloride (500 mg, 2.6 mmol) and the solution evaporated to give an oil. The oil was dissolved in ethyl acetate and extracted with saturated aqueous sodium carbonate solution (20 mL) and brine (2×20 mL). The organic layer was separated, dried over sodium sulphate, filtered and concentrated in vacuo to afford the title compound as clear colourless solid (300 mg, 62%). The yield is 62.0%. As a reaction SMILES: [CH3:1][OH:2].[F:3][C:4]1[CH:12]=[C:11]([CH3:13])[C:10]([F:14])=[CH:9][C:5]=1[C:6](Cl)=[O:7]>C(OCC)(=O)C>[F:3][C:4]1[CH:12]=[C:11]([CH3:13])[C:10]([F:14])=[CH:9][C:5]=1[C:6]([O:2][CH3:1])=[O:7]. The product is FC1=C(C(=O)OC)C=C(C(=C1)C)F (Methyl 2,5-difluoro-4-methylbenzoate). The reactants are CO (Methanol), FC1=C(C(=O)Cl)C=C(C(=C1)C)F (2,5-difluoro-4-methyl-benzoyl chloride). Solvent: C(C)(=O)OCC (ethyl acetate). Reported procedure: A solution of 15.15 g (0.1 mol) of 4-chloro-2-methylbenzonitrile in 40 ml of anhydrous tetrahydrofuran was added under a nitrogen atmosphere to a suspension of 0.2 mol of potassium amide in liquid ammonia at -33° C. After 10 minutes a solution of 15.7 g (0.15 mol) of 2-cyanopyridine in 60 ml of anhydrous tetrahydrofuran was added. The mixture was kept overnight (ca. 16 hours), during which time the ammonia evaporated, and it was then hydrolyzed with 200 ml of water. The tetrahydrofuran was subse... Reaction conditions: time 8 hour. Reaction SMILES: [Cl:1][C:2]1[CH:9]=[CH:8][C:5]([C:6]#[N:7])=[C:4]([CH3:10])[CH:3]=1.[NH2-].[K+].N.[C:14]([C:16]1[CH:21]=[CH:20][CH:19]=[CH:18][N:17]=1)#[N:15]>O1CCCC1>[ClH:1].[NH2:7][C:6]1[C:5]2[C:4](=[CH:3][C:2]([Cl:1])=[CH:9][CH:8]=2)[CH:10]=[C:14]([C:16]2[CH:21]=[CH:20][CH:19]=[CH:18][N:17]=2)[N:15]=1 |f:1.2,6.7|. Run in O1CCCC1 (tetrahydrofuran), O1CCCC1 (tetrahydrofuran). The reactants are C(#N)C1=NC=CC=C1 (2-cyanopyridine), ClC1=CC(=C(C#N)C=C1)C (4-chloro-2-methylbenzonitrile), [NH2-].[K+] (potassium amide), N (ammonia). Product: Cl.NC1=NC(=CC2=CC(=CC=C12)Cl)C1=NC=CC=C1 (1-amino-6-chloro-3-(2-pyridyl)isoquinoline hydrochloride). Starting materials: N1N=CC(=C1)CCO (2-(1H-pyrazol-4-yl)ethanol), CS(=O)(=O)Cl (methanesulfonyl chloride), C(C)(C)N(C(C)C)CC (N,N-diisopropylethylamine). Run in ClCCl (dichloromethane). Reaction conditions: time 1 hour. Yields the product CS(=O)(=O)OCCC=1C=NN(C1)S(=O)(=O)C (2-[1-(Methylsulfonyl)-1H-pyrazol-4-yl]ethyl methanesulfonate). RXN SMILES: [NH:1]1[CH:5]=[C:4]([CH2:6][CH2:7][OH:8])[CH:3]=[N:2]1.[CH3:9][S:10](Cl)(=[O:12])=[O:11].C(N(CC)C(C)C)(C)C>ClCCl>[CH3:9][S:10]([O:8][CH2:7][CH2:6][C:4]1[CH:5]=[N:1][N:2]([S:10]([CH3:9])(=[O:12])=[O:11])[CH:3]=1)(=[O:12])=[O:11]. Procedure details: To 2-(1H-pyrazol-4-yl)ethanol (50 mg, 0.45 mmol) in dichloromethane (3 mL) at 0° C. was added methanesulfonyl chloride (0.104 mL, 1.39 mmol) followed by N,N-diisopropylethylamine (0.312 mL, 1.78 mmol) dropwise. The ice bath was removed and the mixture warmed to ambient temperature and stirred for 1 h. The solvent was removed in vacuo and the residue purified by column chromatography (silica gel Biotage 25S) eluting with ethyl acetate/hexane (gradient from 0% to 100%) to give the title compound a...